This data is from the Open Reaction Database (ORD), a public repository of structured organic reaction records. The task is: describe an organic reaction: reactants, conditions, products, and yield As a reaction SMILES: [CH3:1][C:2]1([CH3:26])[CH:7]=[C:6]([C:8]2[CH:13]=[CH:12][C:11]([C:14]3[CH:19]=[CH:18][CH:17]=[CH:16][CH:15]=3)=[CH:10][N:9]=2)[C:5]2[CH:20]=[C:21]([C:24]#[N:25])[CH:22]=[CH:23][C:4]=2[O:3]1.C(OCC)(=[O:29])C>>[C:24]([C:21]1[CH:22]=[CH:23][C:4]2[O:3][C:2]([CH3:26])([CH3:1])[CH:7]=[C:6]([C:8]3[CH:13]=[CH:12][C:11]([C:14]4[CH:19]=[CH:18][CH:17]=[CH:16][CH:15]=4)=[CH:10][N+:9]=3[O-:29])[C:5]=2[CH:20]=1)#[N:25]. Product: C(#N)C=1C=CC2=C(C(=CC(O2)(C)C)C2=[N+](C=C(C=C2)C2=CC=CC=C2)[O-])C1 (2-(6-cyano-2,2-dimethyl-2H-1-benzopyran-4-yl)-5-phenylpyridine N-oxide). Procedure: In an analogous manner to that described in the first paragraph of Example 6, from 2,2-dimethyl-4-(5-phenyl-2-pyridyl)-2H-1-benzopyran-6-carbonitrile there was obtained 2-(6-cyano-2,2-dimethyl-2H-1-benzopyran-4-yl)-5-phenylpyridine N-oxide of melting point 173°-175° C. (from ethyl acetate). Starting materials: C(C)(=O)OCC (ethyl acetate), CC1(OC2=C(C(=C1)C1=NC=C(C=C1)C1=CC=CC=C1)C=C(C=C2)C#N)C (2,2-dimethyl-4-(5-phenyl-2-pyridyl)-2H-1-benzopyran-6-carbonitrile). Starting materials: CCO, Nc1ccc(OS(=O)(=O)c2ccc(NCC3CC3)cc2)cc1[N+](=O)[O-], [Na+], [Na+], O=S([O-])S(=O)[O-]. Yields the product Nc1ccc(OS(=O)(=O)c2ccc(NCC3CC3)cc2)cc1N. RXN SMILES: [CH3:34][CH2:35][OH:36].[NH2:9][c:10]1[c:11]([N+:31]([O-:32])=[O:33])[cH:12][c:13]([O:16][S:17](=[O:18])(=[O:19])[c:20]2[cH:21][cH:22][c:23]([NH:26][CH2:27][CH:28]3[CH2:29][CH2:30]3)[cH:24][cH:25]2)[cH:14][cH:15]1.[Na+:7].[Na+:8].[S:1]([S:2]([O-:3])=[O:4])([O-:5])=[O:6]>>[NH2:9][c:10]1[c:11]([NH2:31])[cH:12][c:13]([O:16][S:17](=[O:18])(=[O:19])[c:20]2[cH:21][cH:22][c:23]([NH:26][CH2:27][CH:28]3[CH2:29][CH2:30]3)[cH:24][cH:25]2)[cH:14][cH:15]1. Reactants: C1COCCOCCOCCOCCOCCO1, C1CCOC1, CC(C)(C)[O-], CCOC(=O)c1cc2cc(NC(=O)CC(C)(C)C)ccc2[nH]1, FC(F)(F)c1ccccc1CBr, [K+]. Product: CCOC(=O)c1cc2cc(NC(=O)CC(C)(C)C)ccc2n1Cc1ccccc1C(F)(F)F. RXN SMILES: [CH2:1]1[O:2][CH2:3][CH2:4][O:5][CH2:6][CH2:7][O:8][CH2:9][CH2:10][O:11][CH2:12][CH2:13][O:14][CH2:15][CH2:16][O:17][CH2:18]1.[CH2:59]1[O:60][CH2:61][CH2:62][CH2:63]1.[CH3:19][C:20]([CH3:21])([O-:22])[CH3:23].[CH3:25][C:26]([CH2:27][C:28](=[O:29])[NH:30][c:31]1[cH:32][c:33]2[cH:34][c:35]([C:40](=[O:41])[O:42][CH2:43][CH3:44])[nH:36][c:37]2[cH:38][cH:39]1)([CH3:45])[CH3:46].[F:47][C:48]([c:49]1[c:50]([CH2:51][Br:52])[cH:53][cH:54][cH:55][cH:56]1)([F:57])[F:58].[K+:24]>>[CH3:25][C:26]([CH2:27][C:28](=[O:29])[NH:30][c:31]1[cH:32][c:33]2[cH:34][c:35]([C:40](=[O:41])[O:42][CH2:43][CH3:44])[n:36]([CH2:51][c:50]3[c:49]([C:48]([F:47])([F:57])[F:58])[cH:56][cH:55][cH:54][cH:53]3)[c:37]2[cH:38][cH:39]1)([CH3:45])[CH3:46]. Starting materials: CC(C)(C)OC(=O)N1CCC(=O)CC1, CO, CO, O=C[O-], ClCCl, [K+], [NH4+], c1cc2cc(N3CCOCC3)ncc2[nH]1, [OH-]. Yields the product CC(C)(C)OC(=O)N1CCC(c2c[nH]c3cnc(N4CCOCC4)cc23)CC1. As a reaction SMILES: [C:16]([CH3:17])([CH3:18])([CH3:19])[O:20][C:21](=[O:22])[N:23]1[CH2:24][CH2:25][C:26](=[O:29])[CH2:27][CH2:28]1.[CH3:36][OH:37].[CH3:38][OH:39].[CH:32]([O-:33])=[O:34].[Cl:40][CH2:41][Cl:42].[K+:31].[NH4+:35].[O:1]1[CH2:2][CH2:3][N:4]([c:7]2[cH:8][c:9]3[c:10]([cH:11][n:12]2)[nH:13][cH:14][cH:15]3)[CH2:5][CH2:6]1.[OH-:30]>>[O:1]1[CH2:2][CH2:3][N:4]([c:7]2[cH:8][c:9]3[c:10]([cH:11][n:12]2)[nH:13][cH:14][c:15]3[CH:26]2[CH2:25][CH2:24][N:23]([C:21]([O:20][C:16]([CH3:17])([CH3:18])[CH3:19])=[O:22])[CH2:28][CH2:27]2)[CH2:5][CH2:6]1.